This data is from the Open Reaction Database (ORD), a public repository of structured organic reaction records. The task is: describe an organic reaction: reactants, conditions, products, and yield The reactants are OC=1N=C(SC1C(=O)OCC)C1=CC=NC=C1 (ethyl 4-hydroxy-2-(4-pyridyl)-thiazole-5-carboxylate), C[Si](C)(C)C=[N+]=[N-] ((trimethylsilyl)diazomethane), C[Si](C)(C)C=[N+]=[N-] ((trimethylsilyl)diazomethane). The solvent is CO (methanol), C1=CC=CC=C1 (benzene). Reaction conditions: time 30 minute. Product: COC=1N=C(SC1C(=O)OCC)C1=CC=NC=C1 (Ethyl 4-methoxy-2-(4-pyridyl)-thiazole-5-carboxylate). RXN SMILES: [OH:1][C:2]1[N:3]=[C:4]([C:12]2[CH:17]=[CH:16][N:15]=[CH:14][CH:13]=2)[S:5][C:6]=1[C:7]([O:9][CH2:10][CH3:11])=[O:8].[CH3:18][Si](C=[N+]=[N-])(C)C>CO.C1C=CC=CC=1>[CH3:18][O:1][C:2]1[N:3]=[C:4]([C:12]2[CH:17]=[CH:16][N:15]=[CH:14][CH:13]=2)[S:5][C:6]=1[C:7]([O:9][CH2:10][CH3:11])=[O:8]. Reported procedure: To a mixture of ethyl 4-hydroxy-2-(4-pyridyl)-thiazole-5-carboxylate (0.5 gm, 2.0 mmol) in 30% methanol in benzene (30 mL) was added (trimethylsilyl)diazomethane (2.0M solution in hexanes) (1.0 mL, 2.0 mmol). After stirring for 30 minutes at room temperature, an additional 1.0 mL of (trimethylsilyl)diazomethane was added. The mixture was stirred overnight at room temperature and evaporated. The title compound was purified by flash chromatography eluting with 20% acetone in hexane; yield 206 mg. Reactants: C(C1=CC=CC=C1)N1C[C@@H](N(C[C@H]1C)C(=O)C1=C2C(=NC(=C1)C1=CC=C(C=C1)O)N(N=C2C)C2OCCCC2)C (((2S,5R)-4-benzyl-2,5-dimethyl-piperazin-1-yl)-[6-(4-hydroxy-phenyl)-3-methyl-1-(tetrahydro-pyran-2-yl)-1H-pyrazolo[3,4-b]pyridin-4-yl]-methanone), [H-].[Al+3].[Li+].[H-].[H-].[H-] (lithium aluminium hydride). Solvent: C1CCOC1 (THF). Run at temperature 0 celsius. The product is C(C1=CC=CC=C1)N1C[C@@H](N(C[C@H]1C)CC1=C2C(=NC(=C1)C1=CC=C(C=C1)O)N(N=C2C)C2OCCCC2)C (4-[4-((2S,5R)-4-Benzyl-2,5-dimethyl-piperazin-1-ylmethyl)-3-methyl-1-(tetrahydro-pyran-2-yl)-1H-pyrazolo[3,4-b]pyridin-6-yl]-phenol). Isolated yield 85.6%. RXN SMILES: [CH2:1]([N:8]1[C@H:13]([CH3:14])[CH2:12][N:11]([C:15]([C:17]2[CH:22]=[C:21]([C:23]3[CH:28]=[CH:27][C:26]([OH:29])=[CH:25][CH:24]=3)[N:20]=[C:19]3[N:30]([CH:34]4[CH2:39][CH2:38][CH2:37][CH2:36][O:35]4)[N:31]=[C:32]([CH3:33])[C:18]=23)=O)[C@@H:10]([CH3:40])[CH2:9]1)[C:2]1[CH:7]=[CH:6][CH:5]=[CH:4][CH:3]=1.[H-].[Al+3].[Li+].[H-].[H-].[H-]>C1COCC1>[CH2:1]([N:8]1[C@H:13]([CH3:14])[CH2:12][N:11]([CH2:15][C:17]2[CH:22]=[C:21]([C:23]3[CH:28]=[CH:27][C:26]([OH:29])=[CH:25][CH:24]=3)[N:20]=[C:19]3[N:30]([CH:34]4[CH2:39][CH2:38][CH2:37][CH2:36][O:35]4)[N:31]=[C:32]([CH3:33])[C:18]=23)[C@@H:10]([CH3:40])[CH2:9]1)[C:2]1[CH:7]=[CH:6][CH:5]=[CH:4][CH:3]=1 |f:1.2.3.4.5.6|. Procedure: 600 mg of ((2S,5R)-4-benzyl-2,5-dimethyl-piperazin-1-yl)-[6-(4-hydroxy-phenyl)-3-methyl-1-(tetrahydro-pyran-2-yl)-1H-pyrazolo[3,4-b]pyridin-4-yl]-methanone were dissolved in 10 ml of THF. Under Argon-atmosphere, 1.1 ml of lithium aluminium hydride (2.4M in THF) was added and the reaction was heated to reflux for 2 h. The reaction was then cooled to 0° C., and quenched by the addition of 5 ml EtOAc and 5 ml water. The mixture was filtered over celite by suction and washed with EtOAc. The solvents...